This data is from the Open Reaction Database (ORD), a public repository of structured organic reaction records. The task is: describe an organic reaction: reactants, conditions, products, and yield Procedure details: 9,11-dihydroxy-12H-benzo[a]xanthen-12-one (0.1 g, 0.18 mmol) prepared in Step 1 of Examples 14 and 15, CS2CO3 (0.36 g, 0.54 mmol), and anhydrous acetone (13 mL) were charged to a dry round-bottom flask, and epithiochlorohydrin (0.2 g, 1.08 mmol) dissolved in anhydrous acetone (2 mL) was added thereto with stirring. The reaction mixture was stirred with reflux overnight at a temperature of 55 to 60° C. under a nitrogen atmosphere. Solid of the reaction mixture was filtered, removed and concentrat... Yields the product OC=1C=C(C=C2OC3=CC=C4C(=C3C(C12)=O)C=CC=C4)OCC4SC4 (11-hydroxy-9-(thiiran-2-ylmethoxy)-12H-benzo[a]xanthen-12-one). Reactants: OC=1C=C2OC3=CC=C4C(=C3C(C2=C(C1)O)=O)C=CC=C4 (9,11-dihydroxy-12H-benzo[a]xanthen-12-one), CS2CO3, C1C(S1)CCl (epithiochlorohydrin). Reaction conditions: temperature 57.5 celsius. The solvent is CC(=O)C (acetone), CC(=O)C (acetone). RXN SMILES: [OH:1][C:2]1[CH:3]=[C:4]2[C:13](=[C:14]([OH:16])[CH:15]=1)[C:12](=[O:17])[C:11]1[C:6](=[CH:7][CH:8]=[C:9]3[CH:21]=[CH:20][CH:19]=[CH:18][C:10]3=1)[O:5]2.[CH2:22]1[S:24][CH:23]1[CH2:25]Cl>CC(C)=O>[OH:16][C:14]1[CH:15]=[C:2]([O:1][CH2:25][CH:23]2[CH2:22][S:24]2)[CH:3]=[C:4]2[C:13]=1[C:12](=[O:17])[C:11]1[C:6](=[CH:7][CH:8]=[C:9]3[CH:21]=[CH:20][CH:19]=[CH:18][C:10]3=1)[O:5]2. The yield is 43.3%. The reactants are C(C)(C)(C)OC(N[C@H](CC)C1=C(C(=C(C=C1)Cl)C(=O)C=1C=NC(=CC1)N)F)=O ({(R)-1-[3-(6-amino-pyridine-3-carbonyl)-4-chloro-2-fluoro-phenyl]-propyl}-carbamic acid tert-butyl ester), Cl (HCl), O1CCOCC1 (dioxane). The solvent is C(Cl)Cl (DCM). Run at time 18 hour. Yields the product N[C@H](CC)C=1C(=C(C(=CC1)Cl)C(=O)C=1C=NC(=CC1)N)F ([3-((R)-1-amino-propyl)-6-chloro-2-fluoro-phenyl]-(6-amino-pyridin-3-yl)-methanone). Isolated yield 98.2%. Reaction SMILES: C(OC(=O)[NH:7][C@@H:8]([C:11]1[CH:16]=[CH:15][C:14]([Cl:17])=[C:13]([C:18]([C:20]2[CH:21]=[N:22][C:23]([NH2:26])=[CH:24][CH:25]=2)=[O:19])[C:12]=1[F:27])[CH2:9][CH3:10])(C)(C)C.Cl.O1CCOCC1>C(Cl)Cl>[NH2:7][C@@H:8]([C:11]1[C:12]([F:27])=[C:13]([C:18]([C:20]2[CH:21]=[N:22][C:23]([NH2:26])=[CH:24][CH:25]=2)=[O:19])[C:14]([Cl:17])=[CH:15][CH:16]=1)[CH2:9][CH3:10]. Procedure details: Step 3 To a solution of {(R)-1-[3-(6-amino-pyridine-3-carbonyl)-4-chloro-2-fluoro-phenyl]-propyl}-carbamic acid tert-butyl ester (2.18 g, 4.43 mmol) in DCM (50 mL) was added 4M HCl in dioxane (7.75 mL, 31 mmol, 7 eq) and the reaction stirred for 18 h. Complete conversion. Mixture was concentrated and then triturated with diethyl ether (50 mL) and the solid filtered off and dried in a vacuum oven to give [3-((R)-1-amino-propyl)-6-chloro-2-fluoro-phenyl]-(6-amino-pyridin-3-yl)-methanone (1.54 g, 4... Reactants: C[S-], CS(C)=O, Clc1onc(-c2ccccc2)c1-c1ccccc1, [Na+], O. Yields the product CSc1onc(-c2ccccc2)c1-c1ccccc1. RXN SMILES: [CH3:19][S-:20].[CH3:22][S:23]([CH3:24])=[O:25].[Cl:1][c:2]1[c:3](-[c:13]2[cH:14][cH:15][cH:16][cH:17][cH:18]2)[c:4](-[c:7]2[cH:8][cH:9][cH:10][cH:11][cH:12]2)[n:5][o:6]1.[Na+:21].[OH2:26]>>[c:2]1([S:20][CH3:19])[c:3](-[c:13]2[cH:14][cH:15][cH:16][cH:17][cH:18]2)[c:4](-[c:7]2[cH:8][cH:9][cH:10][cH:11][cH:12]2)[n:5][o:6]1. Starting materials: ClC1=C(C=CC=C1)C(C1=C(C=CC(=C1)Cl)NC)=O (2',5-dichloro-2-methylaminobenzophenone), O (water), [BH4-].[Na+] (sodium borohydride), resultant mixture, O (water). Run in O1CCCC1 (tetrahydrofuran), O1CCCC1 (tetrahydrofuran). Reaction conditions: time 8 hour. Yields the product ClC1=C(C(C2=C(C=CC(=C2)Cl)NC)O)C=CC=C1 (2',5-dichloro-2-methylaminobenzhydrol). Isolated yield 97.1%. Reaction SMILES: [BH4-].[Na+].[Cl:3][C:4]1[CH:9]=[CH:8][CH:7]=[CH:6][C:5]=1[C:10](=[O:20])[C:11]1[CH:16]=[C:15]([Cl:17])[CH:14]=[CH:13][C:12]=1[NH:18][CH3:19].O>O1CCCC1>[Cl:3][C:4]1[CH:9]=[CH:8][CH:7]=[CH:6][C:5]=1[CH:10]([OH:20])[C:11]1[CH:16]=[C:15]([Cl:17])[CH:14]=[CH:13][C:12]=1[NH:18][CH3:19] |f:0.1|. Procedure details: To a suspension of sodium borohydride (1.2 g) in tetrahydrofuran (10 ml), a solution of 2',5-dichloro-2-methylaminobenzophenone (3.12 g) in tetrahydrofuran (20 ml) is added dropwise. The resultant mixture is mixed with water (5 ml) and stirred at room temperature overnight. The reaction mixture is mixed with a small amount of water and evaporated under reduced pressure to remove the solvent. The residue is made to pH 8-9 with dilute hydrochloric acid and shaken with chloroform. The organic layer... The reactants are CCOC(C)=O, ClCCl, NC(=O)c1cc(N)ccc1I, CCC(C(=O)Cl)c1ccccc1, c1ccncc1. Yields the product CCC(C(=O)Nc1ccc(I)c(C(N)=O)c1)c1ccccc1. Reaction SMILES: [CH3:30][CH2:31][O:32][C:33](=[O:34])[CH3:35].[Cl:36][CH2:37][Cl:38].[NH2:1][c:2]1[cH:3][cH:4][c:5]([I:11])[c:6]([C:7](=[O:8])[NH2:9])[cH:10]1.[c:12]1([CH:18]([C:19](=[O:20])[Cl:21])[CH2:22][CH3:23])[cH:13][cH:14][cH:15][cH:16][cH:17]1.[cH:24]1[cH:25][cH:26][n:27][cH:28][cH:29]1>>[NH:1]([c:2]1[cH:3][cH:4][c:5]([I:11])[c:6]([C:7](=[O:8])[NH2:9])[cH:10]1)[C:19]([CH:18]([c:12]1[cH:13][cH:14][cH:15][cH:16][cH:17]1)[CH2:22][CH3:23])=[O:20]. Reactants: BrC1=CC=C(C=C1)C1=C(C(=NO1)C)C=O (5-(4-Bromo-phenyl)-3-methyl-isoxazole-4-carbaldehyde), C(#C)[Mg]Br (Ethynylmagnesium bromide). Solvent: C1CCOC1 (THF). Reaction conditions: temperature -78 celsius. The product is BrC1=CC=C(C=C1)C1=C(C(=NO1)C)C(C#C)O (1-[5-(4-Bromo-phenyl)-3-methyl-isoxazol-4-yl]-prop-2-yn-1-ol). As a reaction SMILES: [Br:1][C:2]1[CH:7]=[CH:6][C:5]([C:8]2[O:12][N:11]=[C:10]([CH3:13])[C:9]=2[CH:14]=[O:15])=[CH:4][CH:3]=1.[C:16]([Mg]Br)#[CH:17]>C1COCC1>[Br:1][C:2]1[CH:3]=[CH:4][C:5]([C:8]2[O:12][N:11]=[C:10]([CH3:13])[C:9]=2[CH:14]([OH:15])[C:16]#[CH:17])=[CH:6][CH:7]=1. Procedure: 5-(4-Bromo-phenyl)-3-methyl-isoxazole-4-carbaldehyde (0.285 g, 1.07 mmol) was dissolved in THF (8 mL) and the solution was cooled to −78° C. Ethynylmagnesium bromide (0.5M in THF, 2.6 mL, 1.28 mmol) was added dropwise and the reaction was allowed to warm to room temperature. After 1 hour the reaction was quenched with aqueous ammonium chloride the submitted to standard workup to yield the title compound.